This data is from the Open Reaction Database (ORD), a public repository of structured organic reaction records. The task is: describe an organic reaction: reactants, conditions, products, and yield Starting materials: CO, COC(=O)C1CCCc2c(-c3ccc(Cl)cc3)noc2C1, [K+], [OH-], O. The product is O=C(O)C1CCCc2c(-c3ccc(Cl)cc3)noc2C1. RXN SMILES: [CH3:25][OH:26].[Cl:1][c:2]1[cH:3][cH:4][c:5](-[c:8]2[n:9][o:10][c:11]3[c:12]2[CH2:13][CH2:14][CH2:15][CH:16]([C:18](=[O:19])[O:20][CH3:21])[CH2:17]3)[cH:6][cH:7]1.[K+:23].[OH-:22].[OH2:24]>>[Cl:1][c:2]1[cH:3][cH:4][c:5](-[c:8]2[n:9][o:10][c:11]3[c:12]2[CH2:13][CH2:14][CH2:15][CH:16]([C:18](=[O:19])[OH:20])[CH2:17]3)[cH:6][cH:7]1. The reactants are [Al+3], CCOC(=O)c1cnn2c(Nc3cc(C(C)(C)C)c(O)c(C(C)(C)C)c3)cc(C)nc12, C1CCOC1, CCOC(C)=O, [H-], [H-], [H-], [H-], [Li+], O. Product: Cc1cc(Nc2cc(C(C)(C)C)c(O)c(C(C)(C)C)c2)n2ncc(CO)c2n1. RXN SMILES: [Al+3:2].[C:7]([CH3:8])([CH3:9])([CH3:10])[c:11]1[cH:12][c:13]([NH:22][c:23]2[cH:24][c:25]([CH3:37])[n:26][c:27]3[n:28]2[n:29][cH:30][c:31]3[C:32](=[O:33])[O:34][CH2:35][CH3:36])[cH:14][c:15]([C:18]([CH3:19])([CH3:20])[CH3:21])[c:16]1[OH:17].[CH2:45]1[O:46][CH2:47][CH2:48][CH2:49]1.[CH3:38][CH2:39][O:40][C:41](=[O:42])[CH3:43].[H-:1].[H-:4].[H-:5].[H-:6].[Li+:3].[OH2:44]>>[C:7]([CH3:8])([CH3:9])([CH3:10])[c:11]1[cH:12][c:13]([NH:22][c:23]2[cH:24][c:25]([CH3:37])[n:26][c:27]3[n:28]2[n:29][cH:30][c:31]3[CH2:32][OH:33])[cH:14][c:15]([C:18]([CH3:19])([CH3:20])[CH3:21])[c:16]1[OH:17].